This data is from the Open Reaction Database (ORD), a public repository of structured organic reaction records. The task is: describe an organic reaction: reactants, conditions, products, and yield Starting materials: CCCCCCCC(=O)C([NH3+])(C(=O)CCCCCCC)C(=O)CCCCCCC, C=O, ClCCl, CN(C)CCCCl, [Cl-], Cl, O=C(c1ccccc1)c1ccccc1Nc1ncccc1[N+](=O)[O-], [Na+], [OH-]. Yields the product CN(C)CCCN(c1ccccc1C(=O)c1ccccc1)c1ncccc1[N+](=O)[O-]. RXN SMILES: [C:36]([C:37]([NH3+:38])([C:39](=[O:40])[CH2:41][CH2:42][CH2:43][CH2:44][CH2:45][CH2:46][CH3:47])[C:48](=[O:49])[CH2:50][CH2:51][CH2:52][CH2:53][CH2:54][CH2:55][CH3:56])(=[O:57])[CH2:58][CH2:59][CH2:60][CH2:61][CH2:62][CH2:63][CH3:64].[CH2:65]=[O:66].[CH2:67]([Cl:68])[Cl:69].[CH3:26][N:27]([CH2:28][CH2:29][CH2:30][Cl:31])[CH3:32].[Cl-:35].[ClH:25].[N+:1](=[O:2])([O-:3])[c:4]1[c:5]([NH:10][c:11]2[c:12]([C:17](=[O:18])[c:19]3[cH:20][cH:21][cH:22][cH:23][cH:24]3)[cH:13][cH:14][cH:15][cH:16]2)[n:6][cH:7][cH:8][cH:9]1.[Na+:34].[OH-:33]>>[N+:1](=[O:2])([O-:3])[c:4]1[c:5]([N:10]([c:11]2[c:12]([C:17](=[O:18])[c:19]3[cH:20][cH:21][cH:22][cH:23][cH:24]3)[cH:13][cH:14][cH:15][cH:16]2)[CH2:30][CH2:29][CH2:28][N:27]([CH3:26])[CH3:32])[n:6][cH:7][cH:8][cH:9]1.